This data is from the Open Reaction Database (ORD), a public repository of structured organic reaction records. The task is: describe an organic reaction: reactants, conditions, products, and yield Reactants: ClC1=CC=C(C(=N1)NCC)C(=C(C(=O)NC)C#N)O (3-[6-Chloro-2-(ethylamino)pyrid-3-yl]-2-cyano-3-hydroxy-N-methylprop-2-enamide). Run in C(CCC)O (n-butanol). The product is NC=1N(C2=NC(=CC=C2C(C1C(=O)NC)=O)Cl)CC (2-Amino-7-chloro-1-ethyl-N-methyl-4-oxo-1,4-dihydro-1,8-naphthyridine-3-carboxamide). Isolated yield 56.5%. As a reaction SMILES: [Cl:1][C:2]1[N:7]=[C:6]([NH:8][CH2:9][CH3:10])[C:5]([C:11]([OH:19])=[C:12]([C:17]#[N:18])[C:13]([NH:15][CH3:16])=[O:14])=[CH:4][CH:3]=1>C(O)CCC>[NH2:18][C:17]1[N:8]([CH2:9][CH3:10])[C:6]2[C:5]([C:11](=[O:19])[C:12]=1[C:13]([NH:15][CH3:16])=[O:14])=[CH:4][CH:3]=[C:2]([Cl:1])[N:7]=2. Procedure: A solution of 19.0 g (49.8 mmol) of the crude product obtained from step 1.4 in 600 ml of n-butanol is heated for 48 hours at 110° C. The solvent is evaporated off under reduced pressure and the solid obtained is triturated in methanol. The solid is then filtered off and oven-dried. 7.9 g of the expected product are obtained in the form of a pale yellow solid. Yield=57%. Melting point: 283-286° C. MH+: 281.2 (tr=6.99 min., condition 1). Starting materials: C1(=CC=CC=C1)C(C1CCN(CC1)CC1=CC=C(C=C1)N)C1=CC=CC=C1 (4-{[4-(diphenylmethyl)-1-piperidinyl]methyl}benzenamine), CO (methanol), solution, Cl (hydrogen chloride), CCOCC (ether). Run in CC(C)O (2-propanol). Product: Cl.Cl.C1(=CC=CC=C1)C(C1CCN(CC1)CC1=CC=C(C=C1)N)C1=CC=CC=C1 (4-{[4-(diphenylmethyl)-1-piperidinyl]methyl}benzenamine dihydrochloride). RXN SMILES: [C:1]1([CH:7]([C:22]2[CH:27]=[CH:26][CH:25]=[CH:24][CH:23]=2)[CH:8]2[CH2:13][CH2:12][N:11]([CH2:14][C:15]3[CH:20]=[CH:19][C:18]([NH2:21])=[CH:17][CH:16]=3)[CH2:10][CH2:9]2)[CH:6]=[CH:5][CH:4]=[CH:3][CH:2]=1.CO.[ClH:30].CCOCC>CC(O)C>[ClH:30].[ClH:30].[C:22]1([CH:7]([C:1]2[CH:2]=[CH:3][CH:4]=[CH:5][CH:6]=2)[CH:8]2[CH2:9][CH2:10][N:11]([CH2:14][C:15]3[CH:16]=[CH:17][C:18]([NH2:21])=[CH:19][CH:20]=3)[CH2:12][CH2:13]2)[CH:23]=[CH:24][CH:25]=[CH:26][CH:27]=1 |f:5.6.7|. Procedure details: To a solution of 5 parts of 4-{[4-(diphenylmethyl)-1-piperidinyl]methyl}benzenamine in 40 parts of methanol is added 4 parts of a 30% solution of hydrogen chloride in 2-propanol, whereupon just sufficient anhydrous ether is introduced to induce precipitation. The precipitate is filtered off and recrystallized from a mixture of methanol and ether to give 4-{[4-(diphenylmethyl)-1-piperidinyl]methyl}benzenamine dihydrochloride melting at 233°-237° with gas evolution. The product has the formula ##S... Reactants: ClCCl, O=S(=O)(OS(=O)(=O)C(F)(F)F)C(F)(F)F, O=C1CCc2c(O)ccc(-c3ccccc3)c2N1Cc1ccc(-c2ccccc2)cc1, c1ccncc1. Product: O=C1CCc2c(OS(=O)(=O)C(F)(F)F)ccc(-c3ccccc3)c2N1Cc1ccc(-c2ccccc2)cc1. Reaction SMILES: [Cl:53][CH2:54][Cl:55].[F:7][C:8]([F:9])([F:10])[S:11](=[O:12])(=[O:13])[O:14][S:15]([C:16]([F:17])([F:18])[F:19])(=[O:20])=[O:21].[c:22]1(-[c:47]2[cH:48][cH:49][cH:50][cH:51][cH:52]2)[cH:23][cH:24][c:25]([CH2:28][N:29]2[C:30](=[O:46])[CH2:31][CH2:32][c:33]3[c:34]([OH:45])[cH:35][cH:36][c:37](-[c:39]4[cH:40][cH:41][cH:42][cH:43][cH:44]4)[c:38]32)[cH:26][cH:27]1.[cH:1]1[cH:2][cH:3][n:4][cH:5][cH:6]1>>[F:7][C:8]([F:9])([F:10])[S:11](=[O:12])(=[O:13])[O:14][c:34]1[c:33]2[c:38]([c:37](-[c:39]3[cH:40][cH:41][cH:42][cH:43][cH:44]3)[cH:36][cH:35]1)[N:29]([CH2:28][c:25]1[cH:24][cH:23][c:22](-[c:47]3[cH:48][cH:49][cH:50][cH:51][cH:52]3)[cH:27][cH:26]1)[C:30](=[O:46])[CH2:31][CH2:32]2. Reactants: CC1=NN(C(C2=CC(=C(C=C12)OC)OC)=O)CCBr (1-[4-methyl-6,7-dimethoxy-1(2H)-phthalazinone-2-yl]-2-bromo-ethane), ClC1=CC=CC=C1 (chlorobenzene), COC=1C=C(C=CC1OC)CCNC (3,4-dimethoxyphenylethyl-N-methylamine), C([O-])([O-])=O.[Na+].[Na+] (sodium carbonate). Product: Cl.CC1=NN(C(C2=CC(=C(C=C12)OC)OC)=O)CCN(CCC1=CC(=C(C=C1)OC)OC)C (1-[4-Methyl-6,7-dimethoxy-1(2H)-phthalazinone-2-yl]-2-[N-methyl-N-(2-(3,4-dimethoxy-phenyl)-ethyl)-amino]-ethane hydrochloride). RXN SMILES: [CH3:1][C:2]1[C:11]2[C:6](=[CH:7][C:8]([O:14][CH3:15])=[C:9]([O:12][CH3:13])[CH:10]=2)[C:5](=[O:16])[N:4]([CH2:17][CH2:18]Br)[N:3]=1.[CH3:20][O:21][C:22]1[CH:23]=[C:24]([CH2:30][CH2:31][NH:32][CH3:33])[CH:25]=[CH:26][C:27]=1[O:28][CH3:29].C(=O)([O-])[O-].[Na+].[Na+].[Cl:40]C1C=CC=CC=1>>[ClH:40].[CH3:1][C:2]1[C:11]2[C:6](=[CH:7][C:8]([O:14][CH3:15])=[C:9]([O:12][CH3:13])[CH:10]=2)[C:5](=[O:16])[N:4]([CH2:17][CH2:18][N:32]([CH3:33])[CH2:31][CH2:30][C:24]2[CH:25]=[CH:26][C:27]([O:28][CH3:29])=[C:22]([O:21][CH3:20])[CH:23]=2)[N:3]=1 |f:2.3.4,6.7|. Procedure: A solution of 2.5 gm (7.6 millimols) of 1-[4-methyl-6,7-dimethoxy-1(2H)-phthalazinone-2-yl]-2-bromo-ethane in 50 ml of chlorobenzene was admixed with 1.5 gm (7.6 millimols) of 3,4-dimethoxyphenylethyl-N-methylamine and 3.0 gm of sodium carbonate, and the mixture was refluxed for 20 hours. After cooling, the precipitated solid was filtered off, and the filtrate was evaporated. The residue was chromatographed on silica gel (chloroform/methanol = 100/1), the main fractions were evaporated and the b... Reactants: COC(=O)c1csc(CCl)c1, [Cl-], N#C[K], [Na+], CN(C)C=O. Product: COC(=O)c1csc(CC#N)c1. As a reaction SMILES: [CH3:4][O:5][C:6](=[O:7])[c:8]1[cH:9][s:10][c:11]([CH2:13][Cl:14])[cH:12]1.[Cl-:20].[K:1][C:2]#[N:3].[Na+:21].[O:15]=[CH:16][N:17]([CH3:18])[CH3:19]>>[C:2](#[N:3])[CH2:13][c:11]1[s:10][cH:9][c:8]([C:6]([O:5][CH3:4])=[O:7])[cH:12]1. Reactants: N1=C(C=NC=C1)C(=O)NN=C\C=C\C (crotonaldehyde pyrazinylcarbonyl hydrazone). Run in C1(=CC=CC=C1)OC1=CC=CC=C1 (diphenyl ether). Run at time 3 hour. The product is N1=C(C=NC=C1)C(=O)N1N=CCC1C (1-pyrazinylcarbonyl-5-methyl-2-pyrazoline). The yield is 36.8%. Reaction SMILES: [N:1]1[CH:6]=[CH:5][N:4]=[CH:3][C:2]=1[C:7]([NH:9][N:10]=[CH:11]/[CH:12]=[CH:13]/[CH3:14])=[O:8]>C1(OC2C=CC=CC=2)C=CC=CC=1>[N:1]1[CH:6]=[CH:5][N:4]=[CH:3][C:2]=1[C:7]([N:9]1[CH:13]([CH3:14])[CH2:12][CH:11]=[N:10]1)=[O:8]. Procedure: A quantity of 3.8 g of this hydrazone was suspended in 10 ml of diphenyl ether, followed by stirring at 200°-220° C. (bath temperature) for 3 hours. After cooling, the reaction liquid was purified by silica gel column chromatography (ethyl acetate). Thus there was obtained 1.4 g of 1-pyrazinylcarbonyl-5-methyl-2-pyrazoline (mp. 77°-79° C.). The yield was 36.8%.